Task: describe an organic reaction: reactants, conditions, products, and yield. Dataset: the Open Reaction Database (ORD), a public repository of structured organic reaction records Starting materials: B, O=C(CCc1ccc(Br)cc1)NCC(O)c1cccnc1, CSC, CO, Cl, C1CCOC1. Product: OC(CNCCCc1ccc(Br)cc1)c1cccnc1. Reaction SMILES: [BH3:22].[Br:1][c:2]1[cH:3][cH:4][c:5]([CH2:8][CH2:9][C:10](=[O:11])[NH:12][CH2:13][CH:14]([c:15]2[cH:16][n:17][cH:18][cH:19][cH:20]2)[OH:21])[cH:6][cH:7]1.[CH3:23][S:24][CH3:25].[CH3:26][OH:27].[ClH:28].[O:29]1[CH2:30][CH2:31][CH2:32][CH2:33]1>>[Br:1][c:2]1[cH:3][cH:4][c:5]([CH2:8][CH2:9][CH2:10][NH:12][CH2:13][CH:14]([c:15]2[cH:16][n:17][cH:18][cH:19][cH:20]2)[OH:21])[cH:6][cH:7]1. Starting materials: O=CC1C2CN(Cc3ccccc3)CC12, CCO, CC(=O)[O-], Cl, NO, [Na+]. The product is ON=CC1C2CN(Cc3ccccc3)CC12. As a reaction SMILES: [CH2:9]([c:10]1[cH:11][cH:12][cH:13][cH:14][cH:15]1)[N:16]1[CH2:17][CH:18]2[CH:19]([CH:22]=[O:23])[CH:20]2[CH2:21]1.[CH3:24][CH2:25][OH:26].[CH3:5][C:6](=[O:7])[O-:8].[ClH:1].[NH2:2][OH:3].[Na+:4]>>[N:2]([OH:3])=[CH:22][CH:19]1[CH:18]2[CH2:17][N:16]([CH2:9][c:10]3[cH:11][cH:12][cH:13][cH:14][cH:15]3)[CH2:21][CH:20]21.